Dataset: the Open Reaction Database (ORD), a public repository of structured organic reaction records. Task: describe an organic reaction: reactants, conditions, products, and yield The reactants are C(#N)C=1C=C2C(=CNC2=CC1)CCCCN1CCN(CC1)C=1C=CC2=C(C=C(O2)C(=O)O)C1 (1-[4-(5-cyanoindol-3-yl)butyl]-4-(2-carboxybenzofuran-5-yl)piperazine), CS(=O)(=O)[O-].ClC1=[N+](C=CC=C1)C (2-chloro-l-methylpyridinium methanesulfonate). Yields the product C(#N)C=1C=C2C(=CNC2=CC1)CCCCN1CCN(CC1)C=1C=CC2=C(C=C(O2)C(N)=O)C1 (1-[4-(5-cyanoindol-3-yl)butyl]-4-(2-carbamoylbenzofuran-5-yl)piperazine), Cl (hydrochloride). As a reaction SMILES: [C:1]([C:3]1[CH:4]=[C:5]2[C:9](=[CH:10][CH:11]=1)[NH:8][CH:7]=[C:6]2[CH2:12][CH2:13][CH2:14][CH2:15][N:16]1[CH2:21][CH2:20][N:19]([C:22]2[CH:23]=[CH:24][C:25]3[O:29][C:28]([C:30](O)=[O:31])=[CH:27][C:26]=3[CH:33]=2)[CH2:18][CH2:17]1)#[N:2].CS([O-])(=O)=O.[Cl:39]C1C=CC=C[N+:41]=1C>>[C:1]([C:3]1[CH:4]=[C:5]2[C:9](=[CH:10][CH:11]=1)[NH:8][CH:7]=[C:6]2[CH2:12][CH2:13][CH2:14][CH2:15][N:16]1[CH2:17][CH2:18][N:19]([C:22]2[CH:23]=[CH:24][C:25]3[O:29][C:28]([C:30](=[O:31])[NH2:41])=[CH:27][C:26]=3[CH:33]=2)[CH2:20][CH2:21]1)#[N:2].[ClH:39] |f:1.2|. Reported procedure: Analogously to Example 3, starting from 1-[4-(5-cyanoindol-3-yl)butyl]-4-(2-carboxybenzofuran-5-yl)piperazine reaction with 2-chloro-l-methylpyridinium methanesulfonate gives 1-[4-(5-cyanoindol-3-yl)butyl]-4-(2-carbamoylbenzofuran-5-yl)piperazine, m.p. 269-272° (hydrochloride). Starting materials: CCO, ClCCl, O=C1OCCN1Cc1ccc([N+](=O)[O-])cc1, [Na+], [OH-]. Yields the product Nc1ccc(CN2CCOC2=O)cc1. Reaction SMILES: [CH3:22][CH2:23][OH:24].[Cl:19][CH2:20][Cl:21].[N+:1]([O-:2])(=[O:3])[c:4]1[cH:5][cH:6][c:7]([CH2:8][N:9]2[C:10](=[O:14])[O:11][CH2:12][CH2:13]2)[cH:15][cH:16]1.[Na+:18].[OH-:17]>>[NH2:1][c:4]1[cH:5][cH:6][c:7]([CH2:8][N:9]2[C:10](=[O:14])[O:11][CH2:12][CH2:13]2)[cH:15][cH:16]1. Reactants: COc1ccc(C2CCC(=O)C2)cc1, NCc1ccccc1, Cc1ccc(S(=O)(=O)O)cc1, c1ccccc1. Yields the product COc1ccc(C2CCC(NCc3ccccc3)C2)cc1. RXN SMILES: [CH3:1][O:2][c:3]1[cH:4][cH:5][c:6]([CH:9]2[CH2:10][C:11](=[O:14])[CH2:12][CH2:13]2)[cH:7][cH:8]1.[NH2:15][CH2:16][c:17]1[cH:18][cH:19][cH:20][cH:21][cH:22]1.[c:23]1([CH3:24])[cH:25][cH:26][c:27]([S:28]([OH:29])(=[O:30])=[O:31])[cH:32][cH:33]1.[cH:34]1[cH:35][cH:36][cH:37][cH:38][cH:39]1>>[CH3:1][O:2][c:3]1[cH:4][cH:5][c:6]([CH:9]2[CH2:10][CH:11]([NH:15][CH2:16][c:17]3[cH:18][cH:19][cH:20][cH:21][cH:22]3)[CH2:12][CH2:13]2)[cH:7][cH:8]1. The reactants are [Li]CCCC, CN(C)S(=O)(=O)n1cnc(I)c1, C#Cc1cc2c(cc1C)C(C)(C)CCC2(C)C, CC(=Cc1cn(S(=O)(=O)N(C)C)cn1)c1cc2c(cc1C)C(C)(C)CCC2(C)C, CCOC(=O)Cl. The product is CCOC(=O)c1nc(C=C(C)c2cc3c(cc2C)C(C)(C)CCC3(C)C)cn1S(=O)(=O)N(C)C. RXN SMILES: [CH2:59]([Li:60])[CH2:61][CH2:62][CH3:63].[CH3:18][N:19]([CH3:20])[S:21]([n:22]1[cH:23][c:24]([I:25])[n:26][cH:27]1)(=[O:28])=[O:29].[CH3:1][c:2]1[c:3]([C:4]#[CH:5])[cH:6][c:7]2[c:16]([cH:17]1)[C:13]([CH3:14])([CH3:15])[CH2:12][CH2:11][C:8]2([CH3:9])[CH3:10].[CH3:30][c:31]1[c:32]([C:45](=[CH:46][c:47]2[n:48][cH:49][n:50]([S:52]([N:53]([CH3:54])[CH3:55])(=[O:56])=[O:57])[cH:51]2)[CH3:58])[cH:33][c:34]2[c:39]([cH:40]1)[C:38]([CH3:41])([CH3:42])[CH2:37][CH2:36][C:35]2([CH3:43])[CH3:44].[Cl:64][C:65](=[O:66])[O:67][CH2:68][CH3:69]>>[CH3:30][c:31]1[c:32]([C:45](=[CH:46][c:47]2[n:48][c:49]([C:65](=[O:66])[O:67][CH2:68][CH3:69])[n:50]([S:52]([N:53]([CH3:54])[CH3:55])(=[O:56])=[O:57])[cH:51]2)[CH3:58])[cH:33][c:34]2[c:39]([cH:40]1)[C:38]([CH3:41])([CH3:42])[CH2:37][CH2:36][C:35]2([CH3:43])[CH3:44]. Procedure details: 4-[4-(2-Aminoethoxy)anilino]-N-octyl-1-piperidinecarboxamide formate (0.40 g, 0.916 mmol) was reacted with tert-butyl-(4-oxiranylmethoxy-phenoxy)-diphenyl-silane (0.37 g, 0.916 mmol) according to Procedure G (eluant: 20:1 chloroform-methanol) to give the title compound (0.30 g, 0.377 mmol). Product: C(CCCCCCC)NC(=O)N1CCC(CC1)NC1=CC=C(C=C1)OCCNC[C@@H](COC1=CC=C(C=C1)O)O (4-(4-[2-[(2S)-2-Hydroxy-3-(4-hydroxy-phenoxy)-propylamino]-ethoxy}-phenylamino)-piperidine-1-carboxylic acid octylamide). Isolated yield 41.2%. Reaction SMILES: C(O)=O.[NH2:4][CH2:5][CH2:6][O:7][C:8]1[CH:31]=[CH:30][C:11]([NH:12][CH:13]2[CH2:18][CH2:17][N:16]([C:19]([NH:21][CH2:22][CH2:23][CH2:24][CH2:25][CH2:26][CH2:27][CH2:28][CH3:29])=[O:20])[CH2:15][CH2:14]2)=[CH:10][CH:9]=1.C([Si]([O:49][C:50]1[CH:55]=[CH:54][C:53]([O:56][CH2:57][CH:58]2[CH2:60][O:59]2)=[CH:52][CH:51]=1)(C1C=CC=CC=1)C1C=CC=CC=1)(C)(C)C>C(Cl)(Cl)Cl.CO>[CH2:22]([NH:21][C:19]([N:16]1[CH2:15][CH2:14][CH:13]([NH:12][C:11]2[CH:10]=[CH:9][C:8]([O:7][CH2:6][CH2:5][NH:4][CH2:60][C@H:58]([OH:59])[CH2:57][O:56][C:53]3[CH:54]=[CH:55][C:50]([OH:49])=[CH:51][CH:52]=3)=[CH:31][CH:30]=2)[CH2:18][CH2:17]1)=[O:20])[CH2:23][CH2:24][CH2:25][CH2:26][CH2:27][CH2:28][CH3:29] |f:0.1,3.4|. Starting materials: C(=O)O.NCCOC1=CC=C(NC2CCN(CC2)C(=O)NCCCCCCCC)C=C1 (4-[4-(2-Aminoethoxy)anilino]-N-octyl-1-piperidinecarboxamide formate), C(C)(C)(C)[Si](C1=CC=CC=C1)(C1=CC=CC=C1)OC1=CC=C(C=C1)OCC1OC1 (tert-butyl-(4-oxiranylmethoxy-phenoxy)-diphenyl-silane). The solvent is C(Cl)(Cl)Cl.CO (chloroform methanol). The product is COC=1C=C(C=C(C1)OC)C=1N=C2C(=NC1)NC=C2C(C(C)(C)C)=O (1-[2-(3,5-Dimethoxy-phenyl)-5H-pyrrolo[2,3-b]pyrazin-7-yl]-2,2-dimethyl-propan-1-one), yellow solid. The reactants are BrC=1N=C2C(=NC1)NC=C2C(C(C)(C)C)=O (1-(2-bromo-5H-pyrrolo[2,3-b]pyrazin-7-yl)-2,2-dimethyl-propan-1-one), COC=1C=C(C=C(C1)OC)B(O)O ((3,5-dimethoxyphenyl)boronic acid). As a reaction SMILES: Br[C:2]1[N:3]=[C:4]2[C:10]([C:11](=[O:16])[C:12]([CH3:15])([CH3:14])[CH3:13])=[CH:9][NH:8][C:5]2=[N:6][CH:7]=1.[CH3:17][O:18][C:19]1[CH:20]=[C:21](B(O)O)[CH:22]=[C:23]([O:25][CH3:26])[CH:24]=1>CCOC(C)=O>[CH3:17][O:18][C:19]1[CH:20]=[C:21]([C:2]2[N:3]=[C:4]3[C:10]([C:11](=[O:16])[C:12]([CH3:15])([CH3:14])[CH3:13])=[CH:9][NH:8][C:5]3=[N:6][CH:7]=2)[CH:22]=[C:23]([O:25][CH3:26])[CH:24]=1. Run in hexanes, CCOC(=O)C (EtOAc). Procedure details: 1-[2-(3,5-Dimethoxy-phenyl)-5H-pyrrolo[2,3-b]pyrazin-7-yl]-2,2-dimethyl-propan-1-one was prepared starting from 1-(2-bromo-5H-pyrrolo[2,3-b]pyrazin-7-yl)-2,2-dimethyl-propan-1-one and (3,5-dimethoxyphenyl)boronic acid following general procedures as described in these Examples. Silica gel chromatography using 10-50% EtOAc in hexanes as eluant provided 90 mg (52%) of a yellow solid. MP 206.9-207.7° C., M+H=340. Yield: 52.0%.